Dataset: the Open Reaction Database (ORD), a public repository of structured organic reaction records. Task: describe an organic reaction: reactants, conditions, products, and yield The reactants are C=CC1=CC=CC=C1 (styrene), C1(\C=C/C(=O)O1)=O (maleic anhydride), CC(CC)S(=O)(=O)O.C(C=C)(=O)N (acrylamide methylpropanesulfonic acid), N(=NC(C#N)(C)C)C(C#N)(C)C (azobisisobutyronitrile). Run in CN(C=O)C (dimethylformamide). The product is C=CC1=CC=CC=C1 (styrene), C1(\C=C/C(=O)O1)=O (maleic anhydride), C(C=C)(=O)NC(CS(=O)(=O)O)(C)C (2-acrylamido-2-methylpropanesulfonic acid). RXN SMILES: [CH2:1]=[CH:2][C:3]1[CH:8]=[CH:7][CH:6]=[CH:5][CH:4]=1.[C:9]1(=[O:15])[O:14][C:12](=[O:13])[CH:11]=[CH:10]1.C[CH:17]([S:20]([OH:23])(=[O:22])=[O:21])[CH2:18][CH3:19].[C:24]([NH2:28])(=[O:27])[CH:25]=[CH2:26].N(C(C)(C)C#N)=N[C:31](C)(C)C#N>CN(C)C=O>[CH2:1]=[CH:2][C:3]1[CH:8]=[CH:7][CH:6]=[CH:5][CH:4]=1.[C:12]1(=[O:13])[O:14][C:9](=[O:15])[CH:10]=[CH:11]1.[C:24]([NH:28][C:18]([CH3:19])([CH3:31])[CH2:17][S:20]([OH:23])(=[O:21])=[O:22])(=[O:27])[CH:25]=[CH2:26] |f:2.3|. Reported procedure: A reactor equipped with a stirrer, a thermometer and a reflux condenser was charged with 100 parts of dimethylformamide, 40 parts of styrene, 40 parts of maleic anhydride and 20 parts of acrylamide methylpropanesulfonic acid. After dissolution, 5 parts of azobisisobutyronitrile was added to carry out reaction at 80° C.-100° C. for 4 hours, giving a copolymer of styrene, maleic anhydride and 2-acrylamido-2-methylpropanesulfonic acid. The copolymer was isolated by reprecipitation with isopropyl al... The reactants are Brc1ccn2nc(-c3ccccc3)nc2c1, CC(C)(C)OC(N)=O, O=C([O-])[O-], [Cs+], [Cs+], C1COCCO1. Yields the product CC(C)(C)OC(=O)Nc1ccn2nc(-c3ccccc3)nc2c1. RXN SMILES: [Br:1][c:2]1[cH:3][c:4]2[n:5]([cH:6][cH:7]1)[n:8][c:9](-[c:11]1[cH:12][cH:13][cH:14][cH:15][cH:16]1)[n:10]2.[C:17]([NH2:18])([O:19][C:20]([CH3:21])([CH3:22])[CH3:23])=[O:24].[C:25](=[O:26])([O-:27])[O-:28].[Cs+:29].[Cs+:30].[O:31]1[CH2:32][CH2:33][O:34][CH2:35][CH2:36]1>>[c:2]1([NH:18][C:17]([O:19][C:20]([CH3:21])([CH3:22])[CH3:23])=[O:24])[cH:3][c:4]2[n:5]([cH:6][cH:7]1)[n:8][c:9](-[c:11]1[cH:12][cH:13][cH:14][cH:15][cH:16]1)[n:10]2. Starting materials: [H-].[Na+] (sodium hydride), ClC1=C(C=CC=C1)S(=O)(=O)NOC (2-chloro-N-methoxybenzenesulfonamide), O (Water), [N+](=O)([O-])C1=C(C=CC(=C1)[N+](=O)[O-])Cl (2,4-dinitrochlorobenzene). Reaction SMILES: [H-].[Na+].[Cl:3][C:4]1[CH:9]=[CH:8][CH:7]=[CH:6][C:5]=1[S:10]([NH:13][O:14][CH3:15])(=[O:12])=[O:11].[N+:16]([C:19]1[CH:24]=[C:23]([N+:25]([O-:27])=[O:26])[CH:22]=[CH:21][C:20]=1Cl)([O-:18])=[O:17].O>CN(C=O)C>[Cl:3][C:4]1[CH:9]=[CH:8][CH:7]=[CH:6][C:5]=1[S:10]([N:13]([O:14][CH3:15])[C:20]1[CH:21]=[CH:22][C:23]([N+:25]([O-:27])=[O:26])=[CH:24][C:19]=1[N+:16]([O-:18])=[O:17])(=[O:12])=[O:11] |f:0.1|. Reported procedure: To a suspension of sodium hydride (60%, 0.09 g (2.25 mmol)) in DMF (3.0 ml), 2-chloro-N-methoxybenzenesulfonamide (0.48 g (2.17 mmol)) was added with stirring under cooling with ice. To the resulting mixture, after 15 minutes' stirring under cooling with ice, 2,4-dinitrochlorobenzene (0.41 g (2.02 mmol)) was added. The resulting mixture was then stirred under cooling with ice for one hour and at room temperature for one hour. Water was added to the reaction mixture and the resulting mixture was ... The solvent is CN(C)C=O (DMF). Yields the product ClC1=C(C=CC=C1)S(=O)(=O)N(C1=C(C=C(C=C1)[N+](=O)[O-])[N+](=O)[O-])OC (2-Chloro-2′,4′-dinitro-N-methoxybenzenesulfonanilide). Isolated yield 62.6%. Starting materials: CC(C)(C)OC(=O)N1CCC(n2ncc3c(Cl)ncnc32)CC1, O=C([O-])[O-], CN(C)C=O, [K+], [K+], [Na+], [Na+], O=C([O-])[O-], Oc1cccc2ncccc12. Yields the product CC(C)(C)OC(=O)N1CCC(n2ncc3c(Oc4cccc5ncccc45)ncnc32)CC1. Reaction SMILES: [C:12]([CH3:13])([CH3:14])([CH3:15])[O:16][C:17](=[O:18])[N:19]1[CH2:20][CH2:21][CH:22]([n:25]2[n:26][cH:27][c:28]3[c:29]2[n:30][cH:31][n:32][c:33]3[Cl:34])[CH2:23][CH2:24]1.[C:35](=[O:36])([O-:37])[O-:38].[CH3:47][N:48]([CH3:49])[CH:50]=[O:51].[K+:39].[K+:40].[Na+:41].[Na+:42].[O-:43][C:44](=[O:45])[O-:46].[OH:1][c:2]1[cH:3][cH:4][cH:5][c:6]2[n:7][cH:8][cH:9][cH:10][c:11]12>>[O:1]([c:2]1[cH:3][cH:4][cH:5][c:6]2[n:7][cH:8][cH:9][cH:10][c:11]12)[c:33]1[c:28]2[cH:27][n:26][n:25]([CH:22]3[CH2:21][CH2:20][N:19]([C:17]([O:16][C:12]([CH3:13])([CH3:14])[CH3:15])=[O:18])[CH2:24][CH2:23]3)[c:29]2[n:30][cH:31][n:32]1. Reactants: N1=CC=C(C=C1)CC(C)=O (4-pyridylacetone), FC=1C=C(C=O)C=CC1OC (3-fluoro-p-anisaldehyde), N1CCCCC1 (piperidine). Solvent: C1(=CC=CC=C1)C (toluene). Conditions: time 18 hour. The product is N1=CC(=CC=C1)CC(C=C)=O (3-pyridyl-3-butene-2-one). Isolated yield 146.9%. As a reaction SMILES: [N:1]1[CH:6]=[CH:5][C:4](CC(=O)C)=[CH:3][CH:2]=1.F[C:12]1[CH:13]=C(C=[CH:18][C:19]=1[O:20]C)C=O.N1CCCCC1>C1(C)C=CC=CC=1>[N:1]1[CH:2]=[CH:3][CH:4]=[C:5]([CH2:18][C:19](=[O:20])[CH:12]=[CH2:13])[CH:6]=1. Reported procedure: A solution of 4-pyridylacetone (1.0 g, 7.4 mmol), 3-fluoro-p-anisaldehyde (1.25 g, 8.1 mmol), and piperidine (0.13 g, 1.5 mmol) in toluene (50 ml) was heated to reflux. After 18 hours, the reaction was cooled to room temperature and the solvent was removed under reduced pressure. The crude product (3.0 g) was purified by column chromatography (silica gel, 65:35 ethyl acetate/hexane) to give 4-(3-fluoro-4-methoxy]phenyl)-3-pyridyl-3-butene-2-one as a pale yellow solid (1.60 g, 80%).